The task is: describe an organic reaction: reactants, conditions, products, and yield. This data is from the Open Reaction Database (ORD), a public repository of structured organic reaction records. As a reaction SMILES: [B:17]([Br:18])([Br:19])[Br:20].[CH2:26]([Cl:27])[Cl:28].[Cl:1][CH2:2][CH2:3][CH2:4][O:5][c:6]1[c:7]([O:15][CH3:16])[cH:8][c:9]([C:12]([CH3:13])=[O:14])[cH:10][cH:11]1.[Na+:25].[O-:21][C:22]([OH:23])=[O:24]>>[Cl:1][CH2:2][CH2:3][CH2:4][O:5][c:6]1[c:7]([OH:15])[cH:8][c:9]([C:12]([CH3:13])=[O:14])[cH:10][cH:11]1. Product: CC(=O)c1ccc(OCCCCl)c(O)c1. Reactants: BrB(Br)Br, ClCCl, COc1cc(C(C)=O)ccc1OCCCCl, [Na+], O=C([O-])O. Starting materials: ClC1=NC(=C(C(=N1)Cl)O)OC1(CC1)CO (2,4-dichloro-6-(1-hydroxymethyl-cyclopropoxy)-pyrimidin-5-ol), C1(=CC=CC=C1)P(C1=CC=CC=C1)C1=CC=CC=C1 (triphenylphosphine), CC(C)OC(=O)/N=N/C(=O)OC(C)C (DIAD). Solvent: C1CCOC1 (THF). Conditions: time 30 minute. Yields the product C1(CC1)C1COC2=C(N=C(N=C2Cl)Cl)O1 (7-Cyclopropyl-2,4-dichloro-6,7-dihydro-[1,4]dioxino[2,3-d]pyrimidine). The yield is 67.5%. As a reaction SMILES: [Cl:1][C:2]1[N:7]=[C:6]([Cl:8])[C:5](O)=[C:4]([O:10][C:11]2([CH2:14][OH:15])[CH2:13][CH2:12]2)[N:3]=1.[C:16]1(P(C2C=CC=CC=2)C2C=CC=CC=2)C=CC=CC=1.CC(OC(/N=N/C(OC(C)C)=O)=O)C>C1COCC1>[CH:13]1([CH:11]2[O:10][C:4]3[N:3]=[C:2]([Cl:1])[N:7]=[C:6]([Cl:8])[C:5]=3[O:15][CH2:14]2)[CH2:12][CH2:16]1. Reported procedure: To a solution of 2,4-dichloro-6-(1-hydroxymethyl-cyclopropoxy)-pyrimidin-5-ol (135 mg, 0.54 mmol) and triphenylphosphine (180 mg, 0.65 mmol) in THF (8 mL) was added DIAD (128 μL, 0.65 mmol) and the mixture stirred at RT for 30 minutes, then concentrated in vacuo. The resulting residue was purified by column chromatography (SiO2, gradient 0-25% ethyl acetate in cyclohexane) affording 7-Cyclopropyl-2,4-dichloro-6,7-dihydro-[1,4]dioxino[2,3-d]pyrimidine as a white solid (90 mg, 72%). 1H NMR (400 MH... Reactants: COC1=CC=C(C=C1)C1=C(N=C(O1)NC1=CC=CC=C1)C(=O)O (5-(4-methoxyphenyl)-2-(phenylamino)oxazole-4-carboxylic acid), O.ON1N=NC2=C1C=CC=C2 (1-hydroxybenzotriazole hydrate), Cl.CN(CCCN=C=NCC)C (1-(3-dimethylaminopropyl)-3-ethylcarbodiimide hydrochloride), N (ammonia), O1CCOCC1 (dioxane). Solvent: CN(C)C=O (DMF). Run at time 8 hour. The product is COC1=CC=C(C=C1)C1=C(N=C(O1)NC1=CC=CC=C1)C(=O)N (5-(4-methoxyphenyl)-2-(phenylamino)oxazole-4-carboxamide). Yield: 38.5%. RXN SMILES: [CH3:1][O:2][C:3]1[CH:8]=[CH:7][C:6]([C:9]2[O:13][C:12](NC3C=CC=CC=3)=[N:11][C:10]=2[C:21]([OH:23])=O)=[CH:5][CH:4]=1.O.O[N:26]1[C:30]2[CH:31]=[CH:32][CH:33]=[CH:34][C:29]=2N=N1.Cl.C[N:37](C)CCCN=C=NCC.N.O1CCOCC1>CN(C=O)C>[CH3:1][O:2][C:3]1[CH:4]=[CH:5][C:6]([C:9]2[O:13][C:12]([NH:26][C:30]3[CH:29]=[CH:34][CH:33]=[CH:32][CH:31]=3)=[N:11][C:10]=2[C:21]([NH2:37])=[O:23])=[CH:7][CH:8]=1 |f:1.2,3.4|. Procedure details: To a stirred solution of 5-(4-methoxyphenyl)-2-(phenylamino)oxazole-4-carboxylic acid (0.012 g, 0.039 mmol), 1-hydroxybenzotriazole hydrate (0.009 g, 0.059 mmol) and 1-(3-dimethylaminopropyl)-3-ethylcarbodiimide hydrochloride (0.011 g, 0.057 mmol) in DMF (5 mL) was added a 0.5M ammonia in dioxane solution (0.116 mL, 0.058 mmol) and the resulting mixture stirred at room temperature overnight. The solvent was removed in vacuo and the residue purified by preparative HPLC to afford 5-(4-methoxypheny... Reactants: ClC1=CC2=C(C=CC=N2)O1 (Chlorofuropyridine). The reagents and catalysts are [Zn] (zinc). Run in C(C)(=O)O (acetic acid). The product is O1C=CC2=C1C=CC=N2 (furopyridine), ( 8 ). As a reaction SMILES: Cl[C:2]1[O:10][C:5]2[CH:6]=[CH:7][CH:8]=[N:9][C:4]=2[CH:3]=1>C(O)(=O)C.[Zn]>[O:10]1[C:5]2[CH:6]=[CH:7][CH:8]=[N:9][C:4]=2[CH:3]=[CH:2]1. Procedure details: Chlorofuropyridine (7, 1.27 g, 8.27 mmol) is treated with zinc (3.23 g, 49.6 mmol) in acetic acid (20 ml) at refluxing temperature until the starting material disappears (˜4 hours). The reaction is filtered to remove solid. The filtrate is concentrated and the residue is dissolved in water. After basification with 1N sodium hydroxide, the mixture is extracted with methylene chloride. Evaporation leaves a yellow oil, which is purified with flash column chromatography on silica gel to give furopyr... The reactants are CO, ClCCl, [O-][I+3]([O-])([O-])[O-], [Na+], Cc1nnn(CC2CN(c3cc(F)c(C4CCSCC4)c(F)c3)C(=O)O2)n1. Product: Cc1nnn(CC2CN(c3cc(F)c(C4CCS(=O)CC4)c(F)c3)C(=O)O2)n1. As a reaction SMILES: [CH3:34][OH:35].[Cl:36][CH2:37][Cl:38].[I+3:28]([O-:29])([O-:30])([O-:31])[O-:32].[Na+:33].[S:1]1[CH2:2][CH2:3][CH:4]([c:7]2[c:8]([F:27])[cH:9][c:10]([N:14]3[C:15](=[O:26])[O:16][CH:17]([CH2:19][n:20]4[n:21][c:22]([CH3:25])[n:23][n:24]4)[CH2:18]3)[cH:11][c:12]2[F:13])[CH2:5][CH2:6]1>>[S:1]1(=[O:29])[CH2:2][CH2:3][CH:4]([c:7]2[c:8]([F:27])[cH:9][c:10]([N:14]3[C:15](=[O:26])[O:16][CH:17]([CH2:19][n:20]4[n:21][c:22]([CH3:25])[n:23][n:24]4)[CH2:18]3)[cH:11][c:12]2[F:13])[CH2:5][CH2:6]1. The reactants are CCCN(C)S(=O)(=O)c1cc(C(=O)OC)c(OCc2ccccc2)cc1OCc1ccccc1, C1CCOC1, CO, [Na+], [OH-]. Product: CCCN(C)S(=O)(=O)c1cc(C(=O)O)c(OCc2ccccc2)cc1OCc1ccccc1. RXN SMILES: [CH2:1]([c:2]1[cH:3][cH:4][cH:5][cH:6][cH:7]1)[O:8][c:9]1[c:10]([C:11](=[O:12])[O:13][CH3:14])[cH:15][c:16]([S:27]([N:28]([CH2:29][CH2:30][CH3:31])[CH3:32])(=[O:33])=[O:34])[c:17]([O:19][CH2:20][c:21]2[cH:22][cH:23][cH:24][cH:25][cH:26]2)[cH:18]1.[CH2:39]1[O:40][CH2:41][CH2:42][CH2:43]1.[CH3:37][OH:38].[Na+:36].[OH-:35]>>[CH2:1]([c:2]1[cH:3][cH:4][cH:5][cH:6][cH:7]1)[O:8][c:9]1[c:10]([C:11](=[O:12])[OH:13])[cH:15][c:16]([S:27]([N:28]([CH2:29][CH2:30][CH3:31])[CH3:32])(=[O:33])=[O:34])[c:17]([O:19][CH2:20][c:21]2[cH:22][cH:23][cH:24][cH:25][cH:26]2)[cH:18]1.